Dataset: the Open Reaction Database (ORD), a public repository of structured organic reaction records. Task: describe an organic reaction: reactants, conditions, products, and yield Reactants: NC1(C(N(C2=CC=C(C=C12)Cl)S(=O)(=O)C1=C(C=C(C=C1)OC)OC)=O)C=1C(=NC=CC1)OCC (3-amino-5-chloro-1-(2,4-dimethoxyphenylsulfonyl)-3-(2-ethoxypyridin-3-yl)-1,3-dihydroindol-2-one), ClC(=O)OC1=CC=CC=C1 (phenyl chloroformate). The solvent is ClCCl (dichloromethane), N1=CC=CC=C1 (pyridine), ClCCl (dichloromethane). Run at time 8 hour. The product is ClC=1C=C2C(C(N(C2=CC1)S(=O)(=O)C1=C(C=C(C=C1)OC)OC)=O)(C=1C(=NC=CC1)OCC)NC(OC1=CC=CC=C1)=O (Phenyl [5-chloro-1-(2,4-dimethoxyphenylsulfonyl)-3-(2-ethoxypyridin-3-yl)-2-oxo-2,3-dihydro-1H-indol-3-yl]carbamate). Isolated yield 94.6%. RXN SMILES: Cl[C:2]([O:4][C:5]1[CH:10]=[CH:9][CH:8]=[CH:7][CH:6]=1)=[O:3].[NH2:11][C:12]1([C:36]2[C:37]([O:42][CH2:43][CH3:44])=[N:38][CH:39]=[CH:40][CH:41]=2)[C:20]2[C:15](=[CH:16][CH:17]=[C:18]([Cl:21])[CH:19]=2)[N:14]([S:22]([C:25]2[CH:30]=[CH:29][C:28]([O:31][CH3:32])=[CH:27][C:26]=2[O:33][CH3:34])(=[O:24])=[O:23])[C:13]1=[O:35]>ClCCl.N1C=CC=CC=1>[Cl:21][C:18]1[CH:19]=[C:20]2[C:15](=[CH:16][CH:17]=1)[N:14]([S:22]([C:25]1[CH:30]=[CH:29][C:28]([O:31][CH3:32])=[CH:27][C:26]=1[O:33][CH3:34])(=[O:23])=[O:24])[C:13](=[O:35])[C:12]2([NH:11][C:2](=[O:3])[O:4][C:5]1[CH:10]=[CH:9][CH:8]=[CH:7][CH:6]=1)[C:36]1[C:37]([O:42][CH2:43][CH3:44])=[N:38][CH:39]=[CH:40][CH:41]=1. Procedure: 0.83 ml (6.6 mmol) of phenyl chloroformate was slowly added dropwise to a solution, cooled to 0° C., of 2.57 g (5.1 mmol) of 3-amino-5-chloro-1-(2,4-dimethoxyphenylsulfonyl)-3-(2-ethoxypyridin-3-yl)-1,3-dihydroindol-2-one in 10 ml of dichloromethane and 4.1 ml of pyridine. The reaction mixture was then stirred at room temperature overnight. The reaction mixture was diluted with dichloromethane and extracted with water. The organic phase was washed with water and saturated sodium chloride solutio... Starting materials: CP(C)C (trimethylphosphine), ClC1=CC=C(C=C1)CN1C(=NC2=C1C(CC2)O)C2CC2 (3-[(4-chlorophenyl)methyl]-2-cyclopropyl-3,4,5,6-tetrahydrocyclopenta[d]imidazol-4-ol), C(C)OC(=O)C(C(=O)OCC)C(=O)OCC (triethylmethanetricarboxylate), N(=NC(=O)OC(C)C)C(=O)OC(C)C (diisopropyl azodicarboxylate). The solvent is C1(=CC=CC=C1)C (toluene), C1(=CC=CC=C1)C (toluene), O1CCCC1 (tetrahydrofuran). Reaction conditions: temperature -78 celsius, time 45 minute. The product is ClC1=CC=C(C=C1)CN1C(=NC2=C1C(CC2)C(C(=O)OCC)(C(=O)OCC)C(=O)OCC)C2CC2 (Triethyl {3-[(4-chlorophenyl)methyl]-2-cyclopropyl-3,4,5,6-tetrahydrocyclopenta[d]imidazol-4-yl}methanetricarboxylate). As a reaction SMILES: [Cl:1][C:2]1[CH:7]=[CH:6][C:5]([CH2:8][N:9]2[C:13]3[CH:14](O)[CH2:15][CH2:16][C:12]=3[N:11]=[C:10]2[CH:18]2[CH2:20][CH2:19]2)=[CH:4][CH:3]=1.[CH2:21]([O:23][C:24]([CH:26]([C:32]([O:34][CH2:35][CH3:36])=[O:33])[C:27]([O:29][CH2:30][CH3:31])=[O:28])=[O:25])[CH3:22].CP(C)C.N(C(OC(C)C)=O)=NC(OC(C)C)=O>C1(C)C=CC=CC=1.O1CCCC1>[Cl:1][C:2]1[CH:3]=[CH:4][C:5]([CH2:8][N:9]2[C:13]3[CH:14]([C:26]([C:32]([O:34][CH2:35][CH3:36])=[O:33])([C:24]([O:23][CH2:21][CH3:22])=[O:25])[C:27]([O:29][CH2:30][CH3:31])=[O:28])[CH2:15][CH2:16][C:12]=3[N:11]=[C:10]2[CH:18]2[CH2:20][CH2:19]2)=[CH:6][CH:7]=1. Procedure: To a solution of Intermediate 30 (95 mg) and triethylmethanetricarboxylate (0.140 ml) in toluene (1.5 ml) and tetrahydrofuran (1.5 ml), stirred at RT under an inert atmosphere of nitrogen, was added trimethylphosphine, 1M in toluene (0.658 ml). The resulting solution was cooled to −78° C. and diisopropyl azodicarboxylate (0.130 ml) was added dropwise via syringe and the reaction was stirred at −78° C. for 45 mins. The reaction mixture was removed from the cold bath and allowed to warm to RT and ... Reactants: NCCC1CCC(CC1)P(OCCCC)(=O)COC1=CC=CC=C1 (4-(2-aminoethyl)phenoxy methylcyclohexylphosphinic acid, n-butyl ester), C(C1=CC=CC=C1)OC1=CC=C(OC[C@H]2OC2)C=C1 ((S)-2-(4-benzyloxyphenoxymethyl)oxirane). Product: C(C1=CC=CC=C1)OC1=CC=C(OCC(CNCCC2CCC(CC2)[P@@](OCCCC)(=O)COC2=CC=CC=C2)O)C=C1 ((S)-4-{2-[3-(4-Benzyloxyphenoxy)-2-hydroxypropylamino]ethyl}phenoxymethylcyclohexylphosphinic acid, n-butyl ester). As a reaction SMILES: [NH2:1][CH2:2][CH2:3][CH:4]1[CH2:9][CH2:8][CH:7]([P:10]([CH2:17][O:18][C:19]2[CH:24]=[CH:23][CH:22]=[CH:21][CH:20]=2)(=[O:16])[O:11][CH2:12][CH2:13][CH2:14][CH3:15])[CH2:6][CH2:5]1.[CH2:25]([O:32][C:33]1[CH:43]=[CH:42][C:36]([O:37][CH2:38][C@@H:39]2[CH2:41][O:40]2)=[CH:35][CH:34]=1)[C:26]1[CH:31]=[CH:30][CH:29]=[CH:28][CH:27]=1>>[CH2:25]([O:32][C:33]1[CH:34]=[CH:35][C:36]([O:37][CH2:38][CH:39]([OH:40])[CH2:41][NH:1][CH2:2][CH2:3][CH:4]2[CH2:9][CH2:8][CH:7]([P@:10]([CH2:17][O:18][C:19]3[CH:20]=[CH:21][CH:22]=[CH:23][CH:24]=3)(=[O:16])[O:11][CH2:12][CH2:13][CH2:14][CH3:15])[CH2:6][CH2:5]2)=[CH:42][CH:43]=1)[C:26]1[CH:27]=[CH:28][CH:29]=[CH:30][CH:31]=1. Reported procedure: The title compound was prepared from 4-(2-aminoethyl)phenoxy methylcyclohexylphosphinic acid, n-butyl ester and (S)-2-(4-benzyloxyphenoxymethyl)oxirane according to the method described in Procedure 13. Procedure details: Dimethylformamide (0.25 ml) was added dropwise to a solution of 6-acetoxy-7-methoxy-3,4-dihydro-quinazolin-4-one (13.8 g, 59.0 mmol) in thionyl chloride (150 ml) and the reaction was heated at reflux for 1.5 hours. The reaction was cooled, excess thionyl chloride was removed in vacuo and the residue was azeotroped with toluene (2×50 ml) to remove the last of the thionyl chloride. Drying in vacuo yielded 4-chloro-6-acetoxy-7-methoxyquinazoline hydrochloride (14.7 g, 87% yield) as a beige solid, w... As a reaction SMILES: CN(C)C=O.[C:6]([O:9][C:10]1[CH:11]=[C:12]2[C:17](=[CH:18][C:19]=1[O:20][CH3:21])[N:16]=[CH:15][NH:14][C:13]2=O)(=[O:8])[CH3:7].S(Cl)([Cl:25])=O>>[ClH:25].[Cl:25][C:13]1[C:12]2[C:17](=[CH:18][C:19]([O:20][CH3:21])=[C:10]([O:9][C:6](=[O:8])[CH3:7])[CH:11]=2)[N:16]=[CH:15][N:14]=1 |f:3.4|. Yields the product Cl.ClC1=NC=NC2=CC(=C(C=C12)OC(C)=O)OC (4-chloro-6-acetoxy-7-methoxyquinazoline hydrochloride). Yield: 87.0%. The reactants are CN(C=O)C (Dimethylformamide), C(C)(=O)OC=1C=C2C(NC=NC2=CC1OC)=O (6-acetoxy-7-methoxy-3,4-dihydro-quinazolin-4-one), S(=O)(Cl)Cl (thionyl chloride). Starting materials: [Al+3], CC(=O)Oc1c(C(C)(C)C)cc2occc2c1C(C)(C)C, Cl, [H-], [H-], [H-], [H-], [Li+], C1CCOC1, O. The product is CC(C)(C)c1cc2occc2c(C(C)(C)C)c1O. RXN SMILES: [Al+3:2].[C:7](=[O:8])([CH3:9])[O:10][c:11]1[c:12]([C:24]([CH3:25])([CH3:26])[CH3:27])[cH:13][c:14]2[c:15]([cH:16][cH:17][o:18]2)[c:19]1[C:20]([CH3:21])([CH3:22])[CH3:23].[ClH:29].[H-:1].[H-:4].[H-:5].[H-:6].[Li+:3].[O:30]1[CH2:31][CH2:32][CH2:33][CH2:34]1.[OH2:28]>>[OH:10][c:11]1[c:12]([C:24]([CH3:25])([CH3:26])[CH3:27])[cH:13][c:14]2[c:15]([cH:16][cH:17][o:18]2)[c:19]1[C:20]([CH3:21])([CH3:22])[CH3:23].